This data is from the Open Reaction Database (ORD), a public repository of structured organic reaction records. The task is: describe an organic reaction: reactants, conditions, products, and yield Reactants: COC(\C=C\C=1C=C2C(CC3(CCN(CCC3)CCC3=CC=CC=C3)OC2=CC1)=O)=O ((±)-(E)-3-[1′-(2-Phenyl-ethyl)-4-oxo-spiro(chromane-2,4′-azepane)-6-yl]-acrylic acid methyl ester), Cl (HCl). Solvent: CC(=O)O (AcOH). Yields the product C1(=CC=CC=C1)CCN1CCC2(CCC1)OC1=CC=C(C=C1C(C2)=O)/C=C/C(=O)O ((±)-(E)-3-[1′-(2-phenyl-ethyl)-4-oxo-spiro(chromane-2,4′-azepane)-6-yl]-acrylic acid). Yield: 101.2%. As a reaction SMILES: C[O:2][C:3](=[O:31])/[CH:4]=[CH:5]/[C:6]1[CH:7]=[C:8]2[C:27](=[CH:28][CH:29]=1)[O:26][C:11]1([CH2:17][CH2:16][CH2:15][N:14]([CH2:18][CH2:19][C:20]3[CH:25]=[CH:24][CH:23]=[CH:22][CH:21]=3)[CH2:13][CH2:12]1)[CH2:10][C:9]2=[O:30].Cl>CC(O)=O>[C:20]1([CH2:19][CH2:18][N:14]2[CH2:15][CH2:16][CH2:17][C:11]3([CH2:10][C:9](=[O:30])[C:8]4[C:27](=[CH:28][CH:29]=[C:6](/[CH:5]=[CH:4]/[C:3]([OH:31])=[O:2])[CH:7]=4)[O:26]3)[CH2:12][CH2:13]2)[CH:25]=[CH:24][CH:23]=[CH:22][CH:21]=1. Procedure: (±)-(E)-3-[1′-(2-Phenyl-ethyl)-4-oxo-spiro(chromane-2,4′-azepane)-6-yl]-acrylic acid methyl ester was obtained starting from the hydrochloride salt of (±)-(E)-3-[4-oxo-spiro(chromane-2,4′-azepane)-6-yl]-acrylic acid methyl ester (1 g, 2.85 mmol, Intermediate 3) and phenethyl bromide (0.846 ml, 6.27 mmol), according to the procedure described in Example 24, Step A. The reaction was carried out for 15 days at RT and the methyl ester was obtained as a yellow solid (203 mg, 17%). (±)-(E)-3-[1′-(2-Ph... Reactants: C(C)OC(CC1C2=C(B(O1)O)C=C(C=C2OC)OC2OCCCC2)=O (ethyl-2-(1-hydroxy-4-methoxy-6-(tetrahydro-2H-pyran-2-yloxy)-1,3-dihydrobenzo[c][1,2]oxaborol-3-yl)acetate), Cl (hydrochloride). Run in C1CCOC1 (THF). Conditions: temperature 0 celsius, time 1 hour. Product: C(C)OC(CC1C2=C(B(O1)O)C=C(C=C2OC)O)=O (Ethyl-2-(1,6-dihydroxy-4-methoxy-1,3-dihydrobenzo[c][1,2]oxaborol-3-yl)acetate). Isolated yield 67.7%. RXN SMILES: [CH2:1]([O:3][C:4](=[O:25])[CH2:5][CH:6]1[O:10][B:9]([OH:11])[C:8]2[CH:12]=[C:13]([O:18]C3CCCCO3)[CH:14]=[C:15]([O:16][CH3:17])[C:7]1=2)[CH3:2].Cl>C1COCC1>[CH2:1]([O:3][C:4](=[O:25])[CH2:5][CH:6]1[O:10][B:9]([OH:11])[C:8]2[CH:12]=[C:13]([OH:18])[CH:14]=[C:15]([O:16][CH3:17])[C:7]1=2)[CH3:2]. Procedure details: To a solution of ethyl-2-(1-hydroxy-4-methoxy-6-(tetrahydro-2H-pyran-2-yloxy)-1,3-dihydrobenzo[c][1,2]oxaborol-3-yl)acetate (0.35 g, 1.0 mmol) in THF (10 mL) was added dropwise concentrated hydrochloride acid (0.2 mL) at 0° C. The reaction mixture was stirred at 0° C. for 1 hr and concentrated in vacuo. The residue was purified by column chromatography on silica gel (EtOAc/PE=1/2) to give the title compound as a light yellow solid (180 mg, Y: 67.7%). 1H NMR (400 MHz, DMSO-d) δ 9.45 (s, 1H), 9.15... The reactants are CC=1C(=NC=CC1)OC1=CC=C(C=C1)N (4-(3-methylpyridin-2-yloxy)benzenamine), C(OC1=NC=CC=C1)(OC1=NC=CC=C1)=S (O,O-dipyridin-2-yl carbonothioate). Solvent: C(Cl)Cl (DCM). Run at time 16 hour. Product: N(=C=S)C1=CC=C(OC2=NC=CC=C2C)C=C1 (2-(4-isothiocyanatophenoxy)-3-methylpyridine). RXN SMILES: [CH3:1][C:2]1[C:3]([O:8][C:9]2[CH:14]=[CH:13][C:12]([NH2:15])=[CH:11][CH:10]=2)=[N:4][CH:5]=[CH:6][CH:7]=1.[C:16](=[S:31])(OC1C=CC=CN=1)OC1C=CC=CN=1>C(Cl)Cl>[N:15]([C:12]1[CH:11]=[CH:10][C:9]([O:8][C:3]2[C:2]([CH3:1])=[CH:7][CH:6]=[CH:5][N:4]=2)=[CH:14][CH:13]=1)=[C:16]=[S:31]. Reported procedure: In a round bottomed flask were added 4-(3-methylpyridin-2-yloxy)benzenamine (100 mg, 0.5 mmol), O,O-dipyridin-2-yl carbonothioate (122 mg, 0.52 mmol) and DCM (2 mL). The reaction mixture was stirred at RT for 16 h. The reaction was partitioned between DCM and water, brine. The aqueous layer was extracted with DCM and the combined organics was dried (Na2SO4) and concentrated to give 2-(4-isothiocyanatophenoxy)-3-methylpyridine as tan solid. MS (ESI, pos. ion) m/z: 243.1 (M+1). Reactants: C1CN2CCN1CC2 (DABCO), C1(CC1)N1C=C(C(C2=C(C(=C(C(=C12)F)F)F)C=C)=O)C(=O)O (1-cyclopropyl-6,7,8-trifluoro-1,4-dihydro-4-oxo-5-vinyl-3-quinolinecarboxylic acid), NC1CNCC1 (3-amino-pyrrolidine), [N+](=O)([O-])C=1C=C(C=O)C=CC1 (3-nitrobenzaldehyde). Solvent: CN(C=O)C (dimethylformamide), C(C)#N (acetonitrile), C(C)#N (acetonitrile). Run at temperature 0 celsius, time 1 hour. Yields the product C1(CC1)N1C=C(C(C2=C(C(=C(C(=C12)F)N1CC(CC1)N=CC1=CC(=CC=C1)[N+](=O)[O-])F)C=C)=O)C(=O)O (1-cyclopropyl-6,8-difluoro-1,4-dihydro-7-(3-(3-nitro-benzylideneamino)-pyrrolidin-1-yl)-4-oxo-5-vinyl-3-quinolinecarboxylic acid). Yield: 87.0%. Reaction SMILES: [NH2:1][CH:2]1[CH2:6][CH2:5][NH:4][CH2:3]1.[N+:7]([C:10]1[CH:11]=[C:12]([CH:15]=[CH:16][CH:17]=1)[CH:13]=O)([O-:9])=[O:8].C1N2CCN(CC2)C1.[CH:26]1([N:29]2[C:38]3[C:33](=[C:34]([CH:42]=[CH2:43])[C:35]([F:41])=[C:36](F)[C:37]=3[F:39])[C:32](=[O:44])[C:31]([C:45]([OH:47])=[O:46])=[CH:30]2)[CH2:28][CH2:27]1>C(#N)C.CN(C)C=O>[CH:26]1([N:29]2[C:38]3[C:33](=[C:34]([CH:42]=[CH2:43])[C:35]([F:41])=[C:36]([N:4]4[CH2:5][CH2:6][CH:2]([N:1]=[CH:13][C:12]5[CH:15]=[CH:16][CH:17]=[C:10]([N+:7]([O-:9])=[O:8])[CH:11]=5)[CH2:3]4)[C:37]=3[F:39])[C:32](=[O:44])[C:31]([C:45]([OH:47])=[O:46])=[CH:30]2)[CH2:28][CH2:27]1. Procedure details: A solution of 0.39 g of 3-amino-pyrrolidine in 4 ml of acetonitrile is treated with a solution of 0.75 g of 3-nitrobenzaldehyde in 4 ml of acetonitrile. After 1 hour at room temperature, the reaction mixture is treated with a solution of 1 g of DABCO and 0.93 g of 1-cyclopropyl-6,7,8-trifluoro-1,4-dihydro-4-oxo-5-vinyl-3-quinolinecarboxylic acid in 4 ml of dimethylformamide. After 1 hour under reflux, the reaction mixture is cooled to 0° C. and the product is filtered off with suction and dried.... Starting materials: CCCC(NC(=O)OC(C)(C)C)C(O)C(=O)O, ClCCCl, CCOC(C)=O, NC1CC1, Cl, [Na+], O=C([O-])O, O. Yields the product CCCC(NC(=O)OC(C)(C)C)C(O)C(=O)NC1CC1. As a reaction SMILES: [C:5]([CH3:6])([CH3:7])([CH3:8])[O:9][C:10](=[O:11])[NH:12][CH:13]([CH:14]([C:15](=[O:16])[OH:17])[OH:18])[CH2:19][CH2:20][CH3:21].[CH2:22]([Cl:23])[CH2:24][Cl:25].[CH3:32][CH2:33][O:34][C:35](=[O:36])[CH3:37].[CH:1]1([NH2:4])[CH2:2][CH2:3]1.[ClH:26].[Na+:31].[O-:27][C:28]([OH:29])=[O:30].[OH2:38]>>[CH:1]1([NH:4][C:15]([CH:14]([CH:13]([NH:12][C:10]([O:9][C:5]([CH3:6])([CH3:7])[CH3:8])=[O:11])[CH2:19][CH2:20][CH3:21])[OH:18])=[O:16])[CH2:2][CH2:3]1. Starting materials: C(C)OC(C(C)(C)C=1C=C2C(=C(NC2=CC1)C1=CC(=CC(=C1)C)C)CCN)=O (2-[3-(2-aminoethyl)-2-(3,5-dimethylphenyl)-1H-indol-5-yl]-2-methylpropionic acid ethyl ester), N1=CC(=CC=C1)CCCC=O (4-(pyridin-3-yl)butyraldehyde), [BH4-].[Na+] (sodium borohydride), N(N)C1=CC=C(C=C1)C(C(=O)OCC)(C)C (ethyl 2-(4-hydrazinophenyl)-2-methylpropionate), S(=O)(=O)([O-])[O-].[Mg+2] (magnesium sulfate). The solvent is CO (methanol). Run at time 42.5 minute. Product: C(C)OC(C(C)(C)C=1C=C2C(=C(NC2=CC1)C1=CC(=CC(=C1)C)C)CCNCCCCC=1C=NC=CC1)=O (2-[2-(3,5-dimethylphenyl)-3-[2-[4-(pyridin-3-yl)butylamino]ethyl]-1H-indol-5-yl]-2-methylpropionic acid ethyl ester). Reaction SMILES: [CH2:1]([O:3][C:4](=[O:28])[C:5]([C:8]1[CH:9]=[C:10]2[C:14](=[CH:15][CH:16]=1)[NH:13][C:12]([C:17]1[CH:22]=[C:21]([CH3:23])[CH:20]=[C:19]([CH3:24])[CH:18]=1)=[C:11]2[CH2:25][CH2:26][NH2:27])([CH3:7])[CH3:6])[CH3:2].N(C1C=CC(C(C)(C)C(OCC)=O)=CC=1)N.S([O-])([O-])(=O)=O.[Mg+2].[N:51]1[CH:56]=[CH:55][CH:54]=[C:53]([CH2:57][CH2:58][CH2:59][CH:60]=O)[CH:52]=1.[BH4-].[Na+]>CO>[CH2:1]([O:3][C:4](=[O:28])[C:5]([C:8]1[CH:9]=[C:10]2[C:14](=[CH:15][CH:16]=1)[NH:13][C:12]([C:17]1[CH:18]=[C:19]([CH3:24])[CH:20]=[C:21]([CH3:23])[CH:22]=1)=[C:11]2[CH2:25][CH2:26][NH:27][CH2:60][CH2:59][CH2:58][CH2:57][C:53]1[CH:52]=[N:51][CH:56]=[CH:55][CH:54]=1)([CH3:7])[CH3:6])[CH3:2] |f:2.3,5.6|. Procedure details: A dry flask containing 3.00 g (7.93 mmol) of 2-[3-(2-aminoethyl)-2-(3,5-dimethylphenyl)-1H-indol-5-yl]-2-methylpropionic acid ethyl ester (prepared essentially as described in EXAMPLE 1 from ethyl 2-(4-hydrazinophenyl)-2-methylpropionate), 4.76 g (39.7 mmol) of anhydrous magnesium sulfate, and a magnetic stirring bar was fitted with a septum and needle adapter leading to a Firestone valve. The flask was thoroughly purged with nitrogen, and the mixture was cooled in an ice-methanol bath at -10° t... Reactants: O=Cc1ccccc1Br, CCCC[N+](CCCC)(CCCC)CCCC, C[Si](C)(C)C(F)(F)F, CCCC[N+](CCCC)(CCCC)CCCC, [F-], [F-], C1CCOC1, O. Product: OC(c1ccccc1Br)C(F)(F)F. As a reaction SMILES: [Br:1][c:2]1[c:3]([CH:4]=[O:5])[cH:6][cH:7][cH:8][cH:9]1.[CH2:38]([N+:39]([CH2:40][CH2:41][CH2:42][CH3:43])([CH2:44][CH2:45][CH2:46][CH3:47])[CH2:48][CH2:49][CH2:50][CH3:51])[CH2:52][CH2:53][CH3:54].[CH3:10][Si:11]([CH3:12])([CH3:13])[C:14]([F:15])([F:16])[F:17].[CH3:19][CH2:20][CH2:21][CH2:22][N+:23]([CH2:24][CH2:25][CH2:26][CH3:27])([CH2:28][CH2:29][CH2:30][CH3:31])[CH2:32][CH2:33][CH2:34][CH3:35].[F-:18].[F-:37].[O:55]1[CH2:56][CH2:57][CH2:58][CH2:59]1.[OH2:36]>>[Br:1][c:2]1[c:3]([CH:4]([OH:5])[C:14]([F:15])([F:16])[F:17])[cH:6][cH:7][cH:8][cH:9]1. The reactants are ClC1=NC=CC(=C1)OC (2-chloro-4-methoxypyridine), C1CC(=O)N(C1=O)Br (NBS), [OH-].[Na+] (NaOH). Solvent: O (water), S(O)(O)(=O)=O (sulfuric acid). Yields the product BrC=1C(=CC(=NC1)Cl)OC (5-Bromo-2-chloro-4-methoxypyridine). Reaction SMILES: [Cl:1][C:2]1[CH:7]=[C:6]([O:8][CH3:9])[CH:5]=[CH:4][N:3]=1.C1C(=O)N([Br:17])C(=O)C1.[OH-].[Na+]>S(=O)(=O)(O)O.O>[Br:17][C:5]1[C:6]([O:8][CH3:9])=[CH:7][C:2]([Cl:1])=[N:3][CH:4]=1 |f:2.3|. Procedure details: To a solution of 2-chloro-4-methoxypyridine (10.0 g, 69.7 mmol) in 50 mL of sulfuric acid at 0° C. was added NBS. The reaction mixture was allowed to stir and warm up to room temperature for 2 hour and then heated at 60° C. for 5 h. Then it was cooled to room temperature and neutralized with 1 N NaOH (pH ˜7), diluted with water (50 mL) and the aqueous layer was extracted with ethyl acetate (2×100 mL). The organic layers were washed with water (2×50 mL), sat. NaHCO3, brine, dried over Mg2SO4 and ... Reactants: C(C)(C)C1=CC=C(C=C1)CCC(=O)O (3-(4-Isopropylphenyl)propionic acid). The reagents and catalysts are [Fe] (iron). Conditions: temperature 290 celsius. Yields the product C(C)(C)C1=CC=C(C=C1)CCC(CCC1=CC=C(C=C1)C(C)C)=O (1,5-Di-(4-Isopropylphenyl)-3-pentanone). RXN SMILES: [CH:1]([C:4]1[CH:9]=[CH:8][C:7]([CH2:10][CH2:11][C:12]([OH:14])=O)=[CH:6][CH:5]=1)([CH3:3])[CH3:2]>[Fe]>[CH:1]([C:4]1[CH:5]=[CH:6][C:7]([CH2:10][CH2:11][C:12](=[O:14])[CH2:11][CH2:10][C:7]2[CH:6]=[CH:5][C:4]([CH:1]([CH3:2])[CH3:3])=[CH:9][CH:8]=2)=[CH:8][CH:9]=1)([CH3:3])[CH3:2]. Procedure: 3-(4-Isopropylphenyl)propionic acid (0.20 mole) and iron (hydrogen reduced, 6.15 g., 0.11 mole) are heated for 1.5 hours at 195° C. under a nitrogen atmosphere. After that time, the temperature is increased to 290° C. and maintained at that temperature for three hours. The cooled reaction mass is extracted well with ether, filtered through Celite, and the ethereal extracts concentrated under vacuum. The residue is stripped under vacuum to leave the product, 17.3 g. (51%). Product: OC1=C(C=C(C(=O)C2=C(C(=O)O)C=CC=C2)C=C1)[N+](=O)[O-] (2-(4-hydroxy-3-nitrobenzoyl)benzoic acid). Procedure: 2-(4-hydroxy-3-nitrobenzoyl)benzoic acid is prepared as follows: a mixture of 10.0 g of 2-(4-chloro-3-nitrobenzoyl)benzoic acid, 200 ml of aqueous sodium hydroxide (1.5 M) and 20 ml of dioxane is heated at reflux for 12 hours. After cooling, the mixture is added to 200 ml of 1:1 concentrated sulfuric acid-ice water with stirring. The resulting solid is filtered, washed with water to a pH of about 6 and dried to obtain 9.5 g of 2-(4-hydroxy-3-nitrobenzoyl)benzoic acid as a light yellow solid. MS:... Reaction SMILES: Cl[C:2]1[CH:18]=[CH:17][C:5]([C:6]([C:8]2[CH:16]=[CH:15][CH:14]=[CH:13][C:9]=2[C:10]([OH:12])=[O:11])=[O:7])=[CH:4][C:3]=1[N+:19]([O-:21])=[O:20].[OH-:22].[Na+]>O1CCOCC1>[OH:22][C:2]1[CH:18]=[CH:17][C:5]([C:6]([C:8]2[CH:16]=[CH:15][CH:14]=[CH:13][C:9]=2[C:10]([OH:12])=[O:11])=[O:7])=[CH:4][C:3]=1[N+:19]([O-:21])=[O:20] |f:1.2|. Run in O1CCOCC1 (dioxane). Reactants: ClC1=C(C=C(C(=O)C2=C(C(=O)O)C=CC=C2)C=C1)[N+](=O)[O-] (2-(4-chloro-3-nitrobenzoyl)benzoic acid), [OH-].[Na+] (sodium hydroxide), sulfuric acid ice water.